From a dataset of the Open Reaction Database (ORD), a public repository of structured organic reaction records. describe an organic reaction: reactants, conditions, products, and yield Starting materials: CC(C)(C)[O-], [Cl-], CSc1cc(Cl)ncn1, [K+], N#CCc1ccccc1, [NH4+], C1CCOC1. Product: CSc1cc(C(C#N)c2ccccc2)ncn1. As a reaction SMILES: [CH3:1][C:2]([CH3:3])([O-:4])[CH3:5].[Cl-:25].[Cl:16][c:17]1[n:18][cH:19][n:20][c:21]([S:23][CH3:24])[cH:22]1.[K+:6].[N:7]#[C:8][CH2:9][c:10]1[cH:11][cH:12][cH:13][cH:14][cH:15]1.[NH4+:26].[O:27]1[CH2:28][CH2:29][CH2:30][CH2:31]1>>[N:7]#[C:8][CH:9]([c:10]1[cH:11][cH:12][cH:13][cH:14][cH:15]1)[c:17]1[n:18][cH:19][n:20][c:21]([S:23][CH3:24])[cH:22]1.